This data is from the Open Reaction Database (ORD), a public repository of structured organic reaction records. The task is: describe an organic reaction: reactants, conditions, products, and yield Starting materials: ClC1=NC2=CC=C(C=C2C(=C1)CCNC(C)=O)OC (N-[2-(2-chloro-6-methoxyquinolin-4-yl)ethyl]acetamide), C[O-].[Na+] (sodium methoxide), O (water). Solvent: CO (methanol). Reaction conditions: temperature 60 celsius, time 8 hour. Product: COC1=NC2=CC=C(C=C2C(=C1)CCNC(C)=O)OC (N-[2-(2,6-dimethoxyquinolin-4-yl)ethyl]acetamide). The yield is 52.4%. Reaction SMILES: Cl[C:2]1[CH:11]=[C:10]([CH2:12][CH2:13][NH:14][C:15](=[O:17])[CH3:16])[C:9]2[C:4](=[CH:5][CH:6]=[C:7]([O:18][CH3:19])[CH:8]=2)[N:3]=1.[CH3:20][O-:21].[Na+].O>CO>[CH3:20][O:21][C:2]1[CH:11]=[C:10]([CH2:12][CH2:13][NH:14][C:15](=[O:17])[CH3:16])[C:9]2[C:4](=[CH:5][CH:6]=[C:7]([O:18][CH3:19])[CH:8]=2)[N:3]=1 |f:1.2|. Reported procedure: A mixture of N-[2-(2-chloro-6-methoxyquinolin-4-yl)ethyl]acetamide (0.9 g, 3.2 mmol) and sodium methoxide (30 g, 28% methanol solution) in methanol (20 ml) was stirred at 60° C. overnight. The reaction mixture was poured into water, and the organic layer was extracted with ethyl acetate. The extract was washed with saturated brine and water and dried over anhydrous magnesium sulfate. The solvent was evaporated under reduced pressure. The resulting residue was purified by column chromatography on... Reactants: [H-].[Na+] (NaH), NC=1C(=NON1)C1(NC2=C(C=NC=C2)N1)C1=CC=C(C=C1)NCCN(C)C (N-{4-[2-(4-Amino-furazan-3-yl)-1H-imidazo[4,5-c]pyridin-2-yl]-phenyl}-N′,N′-dimethyl-ethane-1,2-diamine), CN(C)C=O (DMF), Cl.CN(CCCl)C (2-(dimethylamino)ethyl chloride hydrochloride). Conditions: temperature 60 celsius, time 2 hour. Product: NC=1C(=NON1)C=1N(C2=C(C=NC=C2)N1)C1=CC=C(C=C1)NCCN(C)C (N-{4-[2-(4-Amino-furazan-3-yl)-1H-imidazo[4,5-c]pyridin-1-yl]-phenyl}-N′,N′-dimethyl-ethane-1,2-diamine). Isolated yield 4.0%. As a reaction SMILES: [NH2:1][C:2]1[C:3]([C:7]2(C3C=CC(NCCN(C)C)=CC=3)[NH:15][C:10]3[CH:11]=[N:12][CH:13]=[CH:14][C:9]=3[NH:8]2)=[N:4][O:5][N:6]=1.[H-].[Na+].Cl.C[N:32]([CH3:36])[CH2:33][CH2:34]Cl.[CH3:37][N:38]([CH:40]=O)[CH3:39]>>[NH2:1][C:2]1[C:3]([C:7]2[N:8]([C:9]3[CH:10]=[CH:11][C:33]([NH:32][CH2:36][CH2:40][N:38]([CH3:39])[CH3:37])=[CH:34][CH:14]=3)[C:9]3[CH:14]=[CH:13][N:12]=[CH:11][C:10]=3[N:15]=2)=[N:4][O:5][N:6]=1 |f:1.2,3.4|. Procedure: To a solution containing 500 mg the product from Step 1 (1.7 mmol) in 10 mL DMF was added 200 mg of NaH (60% dispension in oil, 5.1 mmol). After 2 hours at room temperature, 246 mg of 2-(dimethylamino)ethyl chloride hydrochloride (1.7 mmol) was added, and the reaction mixture was heated to 60° C. for 5 hours. The solvent was evaporated in vacuo to yield a residue which was partitioned between ethyl acetate and brine. The organic phase was dried over anhydrous sodium sulphate, filtered, and conce... RXN SMILES: [C:17](=[O:18])([O-:19])[OH:20].[CH3:22][C:23]#[N:24].[NH2:1][c:2]1[n:3][n:4]([CH3:11])[c:5]([C:7]([F:8])([F:9])[F:10])[cH:6]1.[Na+:21].[S:12]([Cl:13])(=[O:14])([Cl:15])=[O:16]>>[NH2:1][c:2]1[n:3][n:4]([CH3:11])[c:5]([C:7]([F:8])([F:9])[F:10])[c:6]1[Cl:15]. The product is Cn1nc(N)c(Cl)c1C(F)(F)F. Reactants: O=C([O-])O, CC#N, Cn1nc(N)cc1C(F)(F)F, [Na+], O=S(=O)(Cl)Cl. Reactants: C(#N)C=1C(=NC=CN1)Cl (3-cyano-2-chloropyrazine), N1CCOCC1 (morpholine). The solvent is CO (methanol). Conditions: time 8 hour. The product is N1(CCOCC1)C=1C(=NC=CN1)C#N (3-(4-Morpholinyl)-2-pyrazinecarbonitrile). Isolated yield 99.9%. Reaction SMILES: [C:1]([C:3]1[C:4](Cl)=[N:5][CH:6]=[CH:7][N:8]=1)#[N:2].[NH:10]1[CH2:15][CH2:14][O:13][CH2:12][CH2:11]1>CO>[N:10]1([C:4]2[C:3]([C:1]#[N:2])=[N:8][CH:7]=[CH:6][N:5]=2)[CH2:15][CH2:14][O:13][CH2:12][CH2:11]1. Procedure details: To a solution of 3-cyano-2-chloropyrazine (0.7 g, 5.0 mmol) in methanol (20 mL) was added morpholine (1.0 mL, 11.0 mmol) and the reaction was stirred at room temperature overnight. The solvent was removed in vacuo, then the residue was dissolved in diethyl ether. The precipitate was filtered off and the filtrate was concentrated under reduce pressure to give the title compound as an orange solid (0.95 g). The reactants are C(C=C)C=1C=C(C(=O)OC)C=CC1O (methyl 3-allyl-4-hydroxybenzoate), BrCCCCCBr (1,5-dibromopentane). Yields the product C(C=C)C1=C(OCCCCCBr)C=CC(=C1)C(=O)OC (5-(2-allyl-4-carbomethoxyphenoxy)-1-bromopentane). The yield is 69.2%. RXN SMILES: [CH2:1]([C:4]1[CH:5]=[C:6]([CH:11]=[CH:12][C:13]=1[OH:14])[C:7]([O:9][CH3:10])=[O:8])[CH:2]=[CH2:3].[Br:15][CH2:16][CH2:17][CH2:18][CH2:19][CH2:20]Br>>[CH2:1]([C:4]1[CH:5]=[C:6]([C:7]([O:9][CH3:10])=[O:8])[CH:11]=[CH:12][C:13]=1[O:14][CH2:20][CH2:19][CH2:18][CH2:17][CH2:16][Br:15])[CH:2]=[CH2:3]. Reported procedure: Using the procedure of Example 1, 5.62 g (29.2 mmole) of methyl 3-allyl-4-hydroxybenzoate and 13.8 g (60 mmole) of 1,5-dibromopentane gave 6.9 g (69%) of the title compound as an oil. Calc: C, 56.32; H, 6.20; Found; C, 55.91; H, 6.20.